This data is from the Open Reaction Database (ORD), a public repository of structured organic reaction records. The task is: describe an organic reaction: reactants, conditions, products, and yield The reactants are CC(C)(C)OC(=O)N1CCC(Oc2cccc3c2CCN3c2ccc(S(C)(=O)=O)cc2)CC1, Cl, C1COCCO1. Yields the product CS(=O)(=O)c1ccc(N2CCc3c(OC4CCNCC4)cccc32)cc1, Cl. As a reaction SMILES: [CH3:1][S:2](=[O:3])(=[O:4])[c:5]1[cH:6][cH:7][c:8]([N:11]2[CH2:12][CH2:13][c:14]3[c:15]([O:20][CH:21]4[CH2:22][CH2:23][N:24]([C:27]([O:28][C:29]([CH3:30])([CH3:31])[CH3:32])=[O:33])[CH2:25][CH2:26]4)[cH:16][cH:17][cH:18][c:19]32)[cH:9][cH:10]1.[ClH:34].[O:35]1[CH2:36][CH2:37][O:38][CH2:39][CH2:40]1>>[CH3:1][S:2](=[O:3])(=[O:4])[c:5]1[cH:6][cH:7][c:8]([N:11]2[CH2:12][CH2:13][c:14]3[c:15]([O:20][CH:21]4[CH2:22][CH2:23][NH:24][CH2:25][CH2:26]4)[cH:16][cH:17][cH:18][c:19]32)[cH:9][cH:10]1.[ClH:34].